Task: describe an organic reaction: reactants, conditions, products, and yield. Dataset: the Open Reaction Database (ORD), a public repository of structured organic reaction records Starting materials: C(C)OC(=O)C1=CN(C2=CC=CC=C12)CC(N1[C@@H](CCC1)C(NC1=CC(=CC=C1)OC(F)(F)F)=O)=O (1-{2-oxo-2-[(S)-2-(3-trifluoromethoxy-phenylcarbamoyl)-pyrrolidin-1-yl]ethyl}-1H-indole-3-carboxylic acid ethyl ester), [OH-].[Na+] (NaOH). Solvent: CO (MeOH), O (water). Reaction conditions: temperature 80 celsius, time 32.5 minute. Yields the product O=C(CN1C=C(C2=CC=CC=C12)C(=O)O)N1[C@@H](CCC1)C(NC1=CC(=CC=C1)OC(F)(F)F)=O (1-{2-Oxo-2-[(S)-2-(3-trifluoromethoxy-phenylcarbamoyl)-pyrrolidin-1-yl]-ethyl}-1H-indole-3-carboxylic acid). Reaction SMILES: C([O:3][C:4]([C:6]1[C:14]2[C:9](=[CH:10][CH:11]=[CH:12][CH:13]=2)[N:8]([CH2:15][C:16](=[O:36])[N:17]2[CH2:21][CH2:20][CH2:19][C@H:18]2[C:22](=[O:35])[NH:23][C:24]2[CH:29]=[CH:28][CH:27]=[C:26]([O:30][C:31]([F:34])([F:33])[F:32])[CH:25]=2)[CH:7]=1)=[O:5])C.[OH-].[Na+]>CO.O>[O:36]=[C:16]([N:17]1[CH2:21][CH2:20][CH2:19][C@H:18]1[C:22](=[O:35])[NH:23][C:24]1[CH:29]=[CH:28][CH:27]=[C:26]([O:30][C:31]([F:34])([F:33])[F:32])[CH:25]=1)[CH2:15][N:8]1[C:9]2[C:14](=[CH:13][CH:12]=[CH:11][CH:10]=2)[C:6]([C:4]([OH:5])=[O:3])=[CH:7]1 |f:1.2|. Reported procedure: To a solution of 1-{2-oxo-2-[(S)-2-(3-trifluoromethoxy-phenylcarbamoyl)-pyrrolidin-1-yl]ethyl}-1H-indole-3-carboxylic acid ethyl ester (314 mg, 0.62 mmol) in MeOH (12 mL) and water (1.2 mL) was added NaOH 1N (1.87 mL, 1.87 mmol) and the mixture was heated at 80° C. for 6 h. MeOH was concentrated, HCl 1N was added and the residue was extracted with EtOAc. The organic extracts were dried with Na2SO4, filtered and concentrated. The crude residue was purified by preparative HPLC (Interchrom C18-ODB,... Reactants: BrC1=CC(=C(C(=O)C2=CCN(C=C2)C(C)=O)C=C1)F (4-(4-bromo-2-fluorobenzoyl)-1-acetylpyridine), CNN (methylhydrazine). Solvent: C(CCC)O (n-butanol). Yields the product C(C)(=O)N1CCC(CC1)C1=NNC2=CC(=CC=C12)Br (3-(1-acetyl-4-piperidinyl)-6-bromo-1H-indazole). RXN SMILES: [Br:1][C:2]1[CH:18]=[CH:17][C:5]([C:6]([C:8]2[CH:13]=[CH:12][N:11]([C:14](=[O:16])[CH3:15])[CH2:10][CH:9]=2)=O)=[C:4](F)[CH:3]=1.C[NH:21][NH2:22]>C(O)CCC>[C:14]([N:11]1[CH2:12][CH2:13][CH:8]([C:6]2[C:5]3[C:4](=[CH:3][C:2]([Br:1])=[CH:18][CH:17]=3)[NH:22][N:21]=2)[CH2:9][CH2:10]1)(=[O:16])[CH3:15]. Procedure: A solution of 3.3 g of 4-(4-bromo-2-fluorobenzoyl)-1-acetylpyridine, 1.1 g of (0.013 mole) of methylhydrazine and 30 ml of n-butanol was heated under reflux for 16 hrs. The reaction mixture was concentrated in vacuo and the residue was diluted with water. The aqueous suspension was made basic with ammonium hydroxide solution and extracted with dichloromethane. The extract was washed with water, dried over anhydrous potassium carbonate and the solvent was concentrated to give 3-(1-acetyl-4-piperi... Starting materials: CN1CCCC1=O, COc1cc2c(Nc3cc(OC)c(Cl)cc3Cl)c(C#N)cnc2cc1F, C1CCN(C2CCNCC2)C1. Yields the product COc1cc(Nc2c(C#N)cnc3cc(N4CCC(N5CCCC5)CC4)c(OC)cc23)c(Cl)cc1Cl. RXN SMILES: [CH3:38][N:39]1[CH2:40][CH2:41][CH2:42][C:43]1=[O:44].[Cl:1][c:2]1[c:3]([NH:4][c:5]2[c:6]([C:18]#[N:19])[cH:7][n:8][c:9]3[cH:10][c:11]([F:17])[c:12]([O:15][CH3:16])[cH:13][c:14]23)[cH:20][c:21]([O:25][CH3:26])[c:22]([Cl:24])[cH:23]1.[N:27]1([CH:32]2[CH2:33][CH2:34][NH:35][CH2:36][CH2:37]2)[CH2:28][CH2:29][CH2:30][CH2:31]1>>[Cl:1][c:2]1[c:3]([NH:4][c:5]2[c:6]([C:18]#[N:19])[cH:7][n:8][c:9]3[cH:10][c:11]([N:35]4[CH2:34][CH2:33][CH:32]([N:27]5[CH2:28][CH2:29][CH2:30][CH2:31]5)[CH2:37][CH2:36]4)[c:12]([O:15][CH3:16])[cH:13][c:14]23)[cH:20][c:21]([O:25][CH3:26])[c:22]([Cl:24])[cH:23]1. The reactants are COc1ccc(C2(C(=O)Oc3ccc(C(=O)NOCc4ccccc4)cc3)CCCCC2)cc1, CO, CCOCC. Product: COc1ccc(C2(C(=O)Oc3ccc(C(=O)NO)cc3)CCCCC2)cc1. Reaction SMILES: [CH3:1][O:2][c:3]1[cH:4][cH:5][c:6]([C:9]2([C:15](=[O:16])[O:17][c:18]3[cH:19][cH:20][c:21]([C:24](=[O:25])[NH:26][O:27][CH2:28][c:29]4[cH:30][cH:31][cH:32][cH:33][cH:34]4)[cH:22][cH:23]3)[CH2:10][CH2:11][CH2:12][CH2:13][CH2:14]2)[cH:7][cH:8]1.[CH3:35][OH:36].[CH3:37][CH2:38][O:39][CH2:40][CH3:41]>>[CH3:1][O:2][c:3]1[cH:4][cH:5][c:6]([C:9]2([C:15](=[O:16])[O:17][c:18]3[cH:19][cH:20][c:21]([C:24](=[O:25])[NH:26][OH:27])[cH:22][cH:23]3)[CH2:10][CH2:11][CH2:12][CH2:13][CH2:14]2)[cH:7][cH:8]1.